Dataset: the Open Reaction Database (ORD), a public repository of structured organic reaction records. Task: describe an organic reaction: reactants, conditions, products, and yield Product: CC(C)(C)OC(=O)C1(N)C=CC(CO)C1. RXN SMILES: [C:12]([CH3:13])([CH3:14])([CH3:15])[O:16][C:17](=[O:18])[F:19].[CH3:28][CH2:29][O:30][CH2:31][CH3:32].[ClH:1].[ClH:20].[NH2:2][CH:3]1[CH:4]=[CH:5][CH:6]([CH2:8][OH:9])[CH2:7]1.[Na+:11].[O:22]1[CH2:23][CH2:24][O:25][CH2:26][CH2:27]1.[OH-:10].[OH2:21]>>[NH2:2][C:3]1([C:17]([O:16][C:12]([CH3:13])([CH3:14])[CH3:15])=[O:18])[CH:4]=[CH:5][CH:6]([CH2:8][OH:9])[CH2:7]1. The reactants are CC(C)(C)OC(=O)F, CCOCC, Cl, Cl, NC1C=CC(CO)C1, [Na+], C1COCCO1, [OH-], O. The reactants are NC(=CC(C)=O)C (4-amino-3-penten-2-one), C1(CC(C2=CC=CC=C12)=O)=O (indene-1,3-(2H)dione), C(C)(=O)[O-].[NH4+] (ammonium acetate). The solvent is C(C)(=O)O (acetic acid). The product is CC1=CC(=C2C(=N1)C=1C=CC=CC1C2=O)C (2,4-dimethyl-5H-indeno[3,2-b]pyridin-5- one). Isolated yield 24.4%. As a reaction SMILES: [NH2:1][C:2]([CH3:7])=[CH:3][C:4](=O)[CH3:5].[C:8]1(=[O:18])[C:16]2[C:11](=[CH:12][CH:13]=[CH:14][CH:15]=2)[C:10](=O)[CH2:9]1.C([O-])(=O)C.[NH4+]>C(O)(=O)C>[CH3:7][C:2]1[N:1]=[C:10]2[C:11]3[CH:12]=[CH:13][CH:14]=[CH:15][C:16]=3[C:8](=[O:18])[C:9]2=[C:4]([CH3:5])[CH:3]=1 |f:2.3|. Procedure details: A solution of 23.6 g (0.24 mol) of 4-amino-3-penten-2-one, 29.2 g (0.2 mol) of indene-1,3-(2H)dione and 7.7 g (0.1 mol) of ammonium acetate in 500 ml of acetic acid was stirred at 115° C. for 3 hours and concentrated under reduced pressure, and the residue was treated with 500 ml of water and rendered alkaline with solid potassium carbonate. The mixture was extracted three times with methylene chloride, and the combined extracts were washed with 100 ml of water and concentrated under reduced pre...